Dataset: the Open Reaction Database (ORD), a public repository of structured organic reaction records. Task: describe an organic reaction: reactants, conditions, products, and yield Reactants: suspension, [Na] (sodium), C1=CC=CC1 (cyclopentadiene), C1CCOC1 (THF), CO[Si](Cl)(C)C (methoxydimethylchlorosilane), C1CCOC1 (THF). Run in C1(=CC=CC=C1)C (toluene). Conditions: temperature 0 celsius, time 3 hour. The product is COC1=C(CC=C1)[SiH](C)C (Methoxydimethylsilylcyclopentadiene). Isolated yield 24.0%. As a reaction SMILES: [Na].[CH:2]1[CH2:6][CH:5]=[CH:4][CH:3]=1.CO[Si:9]([CH3:12])([CH3:11])Cl.C1C[O:16][CH2:15]C1>C1(C)C=CC=CC=1>[CH3:15][O:16][C:3]1[CH:2]=[CH:6][CH2:5][C:4]=1[SiH:9]([CH3:12])[CH3:11] |^1:0|. Reported procedure: 16.8 ml (0.22 moles) of a suspension of sodium in toluene at 30% are charged into a 250 ml flask. The mixture is diluted with 100 ml of THF and cooled to 0° C. 18.5 ml (0.22 moles) of cyclopentadiene diluted in 50 ml of THF are slowly added dropwise (about 60 minutes). The resulting solution is left under stirring at room temperature for a whole night, is then cooled to 0° C. and 29 ml (0.22 moles) of methoxydimethylchlorosilane fresh distillate (PETRARCH: 90%) are slowly added dropwise. The rea...